From a dataset of the Open Reaction Database (ORD), a public repository of structured organic reaction records. describe an organic reaction: reactants, conditions, products, and yield The reactants are CCO (EtOH), C(C)(C)(C)OC(NC1(CC1)C1=NC=C(C=C1)I)=O ([1-(5-iodo-pyridin-2-yl)-cyclopropyl]-carbamic acid tert-butyl ester), COC1=CC(C(C=C1)B(O)O)=C=O ((4-methoxy-carbonylphenyl)-boronic acid), [O-]P(=O)([O-])[O-].[K+].[K+].[K+] (K3PO4). Reagents/catalysts: C1=CC=C(C=C1)P([C-]2C=CC=C2)C3=CC=CC=C3.C1=CC=C(C=C1)P([C-]2C=CC=C2)C3=CC=CC=C3.Cl[Pd]Cl.[Fe+2] (PdCl2(dppf)). Solvent: O (water), COCCOC (DME), O (water). Run at temperature 100 celsius. The product is COC(C1=CC=C(C=C1)C=1C=NC(=CC1)C1(CC1)NC(=O)OC(C)(C)C)=O (4-[6-(1-tert-butoxycarbonylamino-cyclopropyl)-pyridin-3-yl]-benzoic acid methyl ester). Reaction SMILES: [C:1]([O:5][C:6](=[O:18])[NH:7][C:8]1([C:11]2[CH:16]=[CH:15][C:14](I)=[CH:13][N:12]=2)[CH2:10][CH2:9]1)([CH3:4])([CH3:3])[CH3:2].CO[C:21]1[CH:26]=[CH:25][CH:24](B(O)O)[C:23](=[C:30]=[O:31])[CH:22]=1.[O-]P([O-])([O-])=O.[K+].[K+].[K+].C[CH2:41][OH:42]>COCCOC.O.C1C=CC(P(C2C=CC=CC=2)[C-]2C=CC=C2)=CC=1.C1C=CC(P(C2C=CC=CC=2)[C-]2C=CC=C2)=CC=1.Cl[Pd]Cl.[Fe+2]>[CH3:41][O:42][C:30](=[O:31])[C:23]1[CH:22]=[CH:21][C:26]([C:14]2[CH:13]=[N:12][C:11]([C:8]3([NH:7][C:6]([O:5][C:1]([CH3:4])([CH3:3])[CH3:2])=[O:18])[CH2:10][CH2:9]3)=[CH:16][CH:15]=2)=[CH:25][CH:24]=1 |f:2.3.4.5,9.10.11.12|. Procedure details: To a solution of [1-(5-iodo-pyridin-2-yl)-cyclopropyl]-carbamic acid tert-butyl ester (1.5 g, 4.2 mmol) in DME (4 mL) was added PdCl2(dppf).dichloromethane complex (0.34 g, 0.42 mmol). The solution was transferred to a microwave vial containing (4-methoxy-carbonylphenyl)-boronic acid (0.90 g, 5.0 mmol). K3PO4 (1.1 g, 5.4 mmol) was then added followed by water (1 mL) and EtOH (1 mL). The reaction was heated in a microwave at 100° C. for 10 min. The mixture was diluted with water and extracted wit... Reactants: CCO, CC(=O)OCC(=O)C1=CCC2C3CC(F)C4=CC(=O)C=CC4(C)C3(F)C(O)CC12C. The product is CC12CC(O)C3(F)C(CC(F)C4=CC(=O)C=CC43C)C1CC=C2C(=O)CO. Reaction SMILES: [CH3:31][CH2:32][OH:33].[F:1][CH:2]1[C:3]2=[CH:4][C:5](=[O:30])[CH:6]=[CH:7][C:8]2([CH3:29])[C:9]2([F:28])[CH:10]([OH:27])[CH2:11][C:12]3([CH3:26])[C:13]([C:19]([CH2:20][O:21][C:22](=[O:23])[CH3:24])=[O:25])=[CH:14][CH2:15][CH:16]3[CH:17]2[CH2:18]1>>[F:1][CH:2]1[C:3]2=[CH:4][C:5](=[O:30])[CH:6]=[CH:7][C:8]2([CH3:29])[C:9]2([F:28])[CH:10]([OH:27])[CH2:11][C:12]3([CH3:26])[C:13]([C:19]([CH2:20][OH:21])=[O:25])=[CH:14][CH2:15][CH:16]3[CH:17]2[CH2:18]1. The product is Cc1cc2oc(=O)c([N+](=O)[O-])c(O)c2cc1C. Reaction SMILES: [CH3:5][c:6]1[cH:7][c:8]2[c:9]([OH:18])[cH:10][c:11](=[O:17])[o:12][c:13]2[cH:14][c:15]1[CH3:16].[CH:19]([Cl:20])([Cl:21])[Cl:22].[OH:1][N+:2]([O-:3])=[O:4]>>[O-:1][N+:2](=[O:4])[c:10]1[c:9]([OH:18])[c:8]2[cH:7][c:6]([CH3:5])[c:15]([CH3:16])[cH:14][c:13]2[o:12][c:11]1=[O:17]. Starting materials: Cc1cc2oc(=O)cc(O)c2cc1C, ClC(Cl)Cl, O=[N+]([O-])O.